This data is from the Open Reaction Database (ORD), a public repository of structured organic reaction records. The task is: describe an organic reaction: reactants, conditions, products, and yield The reactants are N(=[N+]=[N-])CCOC1=CC=C(C=C1)\C(=C(\C(F)(F)F)/C1=CC=CC=C1)\C1=CC=CC=C1 ((E)-1-[4-(2-azidoethoxy)-phenyl]-1,2-diphenyl-3,3,3-trifluoro-propene). Reagents/catalysts: [Pd] (palladium-on-carbon). Solvent: CO (methanol). Run at time 1 hour. Product: NCCOC1=CC=C(C=C1)\C(=C(\C(F)(F)F)/C1=CC=CC=C1)\C1=CC=CC=C1 ((E)-1-[4-(2-aminoethoxy)-phenyl]-1,2-diphenyl-3,3,3-trifluoro-propene). Isolated yield 52.6%. Reaction SMILES: [N:1]([CH2:4][CH2:5][O:6][C:7]1[CH:12]=[CH:11][C:10](/[C:13](/[C:25]2[CH:30]=[CH:29][CH:28]=[CH:27][CH:26]=2)=[C:14](\[C:19]2[CH:24]=[CH:23][CH:22]=[CH:21][CH:20]=2)/[C:15]([F:18])([F:17])[F:16])=[CH:9][CH:8]=1)=[N+]=[N-]>CO.[Pd]>[NH2:1][CH2:4][CH2:5][O:6][C:7]1[CH:8]=[CH:9][C:10](/[C:13](/[C:25]2[CH:26]=[CH:27][CH:28]=[CH:29][CH:30]=2)=[C:14](\[C:19]2[CH:20]=[CH:21][CH:22]=[CH:23][CH:24]=2)/[C:15]([F:16])([F:17])[F:18])=[CH:11][CH:12]=1. Procedure: 7.40 g (18 mmoles) of (E)-1-[4-(2-azidoethoxy)-phenyl]-1,2-diphenyl-3,3,3-trifluoro-propene, prepared as described in Example 7, are dissolved in 100 ml of methanol, 0.70 g of a 5% palladium-on-carbon catalyst are added, and the mixture is hydrogenated for about one hour. The catalyst is filtered off, the solution is evaporated, and the residue is crystallized from hexane. 3.63 g (52.3%) of the aimed compound are obtained; m.p.: 71°-76° C. Starting materials: C1(CCCCC1)C=1C2=C(NC1B1OC(C(O1)(C)C)(C)C)C=C(S2)C(=O)OC (methyl 6-cyclohexyl-5-(4,4,5,5-tetramethyl-1,3,2-dioxaborolan-2-yl)-4H-thieno[3,2-b]pyrrole-2-carboxylate), BrC1=C(OCCOC2OCCCC2)C(=CC=C1)[N+](=O)[O-] (2-[2-(2-bromo-6-nitrophenoxy)ethoxy]tetrahydropyran), C(O)([O-])=O.[Na+] (sodium hydrogen carbonate). Reagents/catalysts: C=1C=CC(=CC1)[P](C=2C=CC=CC2)(C=3C=CC=CC3)[Pd]([P](C=4C=CC=CC4)(C=5C=CC=CC5)C=6C=CC=CC6)([P](C=7C=CC=CC7)(C=8C=CC=CC8)C=9C=CC=CC9)[P](C=1C=CC=CC1)(C=1C=CC=CC1)C=1C=CC=CC1 (tetrakis(triphenylphosphine)palladium). The solvent is O (water), O (water), COCCOC (ethylene glycol dimethyl ether). Conditions: temperature 90 celsius. Yields the product C1(CCCCC1)C=1C2=C(NC1C1=C(C(=CC=C1)[N+](=O)[O-])OCCOC1OCCCC1)C=C(S2)C(=O)OC (methyl 6-cyclohexyl-5-{3-nitro-2-[2-(tetrahydropyran-2-yloxy)ethoxy]phenyl}-4H-thieno[3,2-b]pyrrole-2-carboxylate). The yield is 43.9%. As a reaction SMILES: Br[C:2]1[CH:17]=[CH:16][CH:15]=[C:14]([N+:18]([O-:20])=[O:19])[C:3]=1[O:4][CH2:5][CH2:6][O:7][CH:8]1[CH2:13][CH2:12][CH2:11][CH2:10][O:9]1.C(=O)([O-])O.[Na+].[CH:26]1([C:32]2[C:33]3[S:48][C:47]([C:49]([O:51][CH3:52])=[O:50])=[CH:46][C:34]=3[NH:35][C:36]=2B2OC(C)(C)C(C)(C)O2)[CH2:31][CH2:30][CH2:29][CH2:28][CH2:27]1>O.COCCOC.C1C=CC([P]([Pd]([P](C2C=CC=CC=2)(C2C=CC=CC=2)C2C=CC=CC=2)([P](C2C=CC=CC=2)(C2C=CC=CC=2)C2C=CC=CC=2)[P](C2C=CC=CC=2)(C2C=CC=CC=2)C2C=CC=CC=2)(C2C=CC=CC=2)C2C=CC=CC=2)=CC=1>[CH:26]1([C:32]2[C:33]3[S:48][C:47]([C:49]([O:51][CH3:52])=[O:50])=[CH:46][C:34]=3[NH:35][C:36]=2[C:2]2[CH:17]=[CH:16][CH:15]=[C:14]([N+:18]([O-:20])=[O:19])[C:3]=2[O:4][CH2:5][CH2:6][O:7][CH:8]2[CH2:13][CH2:12][CH2:11][CH2:10][O:9]2)[CH2:27][CH2:28][CH2:29][CH2:30][CH2:31]1 |f:1.2,^1:63,65,84,103|. Reported procedure: To a solution of 2-[2-(2-bromo-6-nitrophenoxy)ethoxy]tetrahydropyran (1.29 g, 3.72 mmol) in water (10 ml) and ethylene glycol dimethyl ether (20 ml) were added sodium hydrogen carbonate (1.23 g, 14.8 mmol) and tetrakis(triphenylphosphine)palladium (430 mg, 0.372 mmol). Methyl 6-cyclohexyl-5-(4,4,5,5-tetramethyl-1,3,2-dioxaborolan-2-yl)-4H-thieno[3,2-b]pyrrole-2-carboxylate (1.60 g, 4.10 mmol) obtained in Step 1 was divided in 4 portions and added every 30 min while stirring at 90° C. with heatin...